Dataset: the Open Reaction Database (ORD), a public repository of structured organic reaction records. Task: describe an organic reaction: reactants, conditions, products, and yield Reactants: C(C)OC(CN1N=NC(=C1)[C@@H](C1=NC=C(C=C1)OCC(F)(F)F)NC(CC1=CC=C(C=C1)C(C)(C)C)=O)=O (ethyl(4-{(S)-{[(4-tert-butylphenyl)acetyl]amino}[5-(2,2,2-trifluoroethoxy)pyridin-2-yl]methyl}-1H-1,2,3-triazol-1-yl)acetate), [Li+].[BH4-] (LiBH4), [OH-].[Na+] (NaOH), Cl (HCl). Run in C1CCOC1 (THF), C1CCOC1 (THF). Reaction conditions: time 16 hour. Product: C(C)(C)(C)C1=CC=C(C=C1)CC(=O)N[C@H](C1=NC=C(C=C1)OCC(F)(F)F)C=1N=NN(C1)CCO (2-(4-tert-Butylphenyl)-N-{(S)-[1-(2-hydroxyethyl)-1H-1,2,3-triazol-4-yl][5-(2,2,2-trifluoroethoxy)pyridin-2-yl]methyl}acetamide). Yield: 26.9%. RXN SMILES: C([O:3][C:4](=O)[CH2:5][N:6]1[CH:10]=[C:9]([C@H:11]([NH:24][C:25](=[O:37])[CH2:26][C:27]2[CH:32]=[CH:31][C:30]([C:33]([CH3:36])([CH3:35])[CH3:34])=[CH:29][CH:28]=2)[C:12]2[CH:17]=[CH:16][C:15]([O:18][CH2:19][C:20]([F:23])([F:22])[F:21])=[CH:14][N:13]=2)[N:8]=[N:7]1)C.[Li+].[BH4-].Cl.[OH-].[Na+]>C1COCC1>[C:33]([C:30]1[CH:31]=[CH:32][C:27]([CH2:26][C:25]([NH:24][C@@H:11]([C:9]2[N:8]=[N:7][N:6]([CH2:5][CH2:4][OH:3])[CH:10]=2)[C:12]2[CH:17]=[CH:16][C:15]([O:18][CH2:19][C:20]([F:22])([F:23])[F:21])=[CH:14][N:13]=2)=[O:37])=[CH:28][CH:29]=1)([CH3:36])([CH3:34])[CH3:35] |f:1.2,4.5|. Procedure: To a solution of ethyl(4-{(S)-{[(4-tert-butylphenyl)acetyl]amino}[5-(2,2,2-trifluoroethoxy)pyridin-2-yl]methyl}-1H-1,2,3-triazol-1-yl)acetate (0.190 g, 0.356 mmol) in 1.0 ml of anhydrous THF at RT was added 2.0N LiBH4 in THF (0.214 ml, 0.427 mmol). The resulting solution was stirred at room temperature for 16 hours. The reaction mixture was quenched with 1.0N HCl (2.0 ml, 2.000 mmol), stirred for 30 min. and 2.0 N NaOH (2.0 ml, 4.000 mmol) was added. The mixture was extracted with EtOAc. The com... Starting materials: COC=1C=C(C(=O)N2CC(CC2)(C2=CC(=C(C=C2)F)F)CCN2CCC(CC2)NC2=NC3=C(N2CCCOC2=CC=C(C=C2)F)C=CC=C3)C=C(C1OC)OC (1-(3,4,5-trimethoxybenzoyl)-3-(2-(4-(1-(3-(4-fluorophenoxy)propyl)-1H-benzimidazol-2-yl-amino)piperidin-1-yl)ethyl)-3-(3,4-difluorophenyl)pyrrolidine), CS(=O)(=O)O (methanesulfonic acid). The solvent is C(C)(=O)OCC (ethyl acetate). Yields the product CS(=O)(=O)O.COC=1C=C(C(=O)N2CC(CC2)(C2=CC(=C(C=C2)F)F)CCN2CCC(CC2)NC2=NC3=C(N2CCCOC2=CC=C(C=C2)F)C=CC=C3)C=C(C1OC)OC (1-(3,4,5-trimethoxybenzoyl)-3-(2-(4-(1-(3-(4-fluorophenoxy)propyl)-1H-benzimidazol-2-yl-amino)piperidin-1-yl)ethyl)-3-(3,4-difluorophenyl) Pyrrolidine Methanesulfonic Acid Salt). As a reaction SMILES: [CH3:1][O:2][C:3]1[CH:4]=[C:5]([CH:50]=[C:51]([O:55][CH3:56])[C:52]=1[O:53][CH3:54])[C:6]([N:8]1[CH2:12][CH2:11][C:10]([CH2:21][CH2:22][N:23]2[CH2:28][CH2:27][CH:26]([NH:29][C:30]3[N:34]([CH2:35][CH2:36][CH2:37][O:38][C:39]4[CH:44]=[CH:43][C:42]([F:45])=[CH:41][CH:40]=4)[C:33]4[CH:46]=[CH:47][CH:48]=[CH:49][C:32]=4[N:31]=3)[CH2:25][CH2:24]2)([C:13]2[CH:18]=[CH:17][C:16]([F:19])=[C:15]([F:20])[CH:14]=2)[CH2:9]1)=[O:7].[CH3:57][S:58]([OH:61])(=[O:60])=[O:59]>C(OCC)(=O)C>[CH3:57][S:58]([OH:61])(=[O:60])=[O:59].[CH3:56][O:55][C:51]1[CH:50]=[C:5]([CH:4]=[C:3]([O:2][CH3:1])[C:52]=1[O:53][CH3:54])[C:6]([N:8]1[CH2:12][CH2:11][C:10]([CH2:21][CH2:22][N:23]2[CH2:24][CH2:25][CH:26]([NH:29][C:30]3[N:34]([CH2:35][CH2:36][CH2:37][O:38][C:39]4[CH:40]=[CH:41][C:42]([F:45])=[CH:43][CH:44]=4)[C:33]4[CH:46]=[CH:47][CH:48]=[CH:49][C:32]=4[N:31]=3)[CH2:27][CH2:28]2)([C:13]2[CH:18]=[CH:17][C:16]([F:19])=[C:15]([F:20])[CH:14]=2)[CH2:9]1)=[O:7] |f:3.4|. Procedure: Combine 1-(3,4,5-trimethoxybenzoyl)-3-(2-(4-(1-(3-(4-fluorophenoxy)propyl)-1H-benzimidazol-2-yl-amino)piperidin-1-yl)ethyl)-3-(3,4-difluorophenyl)pyrrolidine (0.70 g, 0.91 mmol), methanesulfonic acid (0.19 g), and ethyl acetate (25 mL) and stir at ambient temperature to give a solid. Collect the solid by filtration and dry in vacuo at 82° C. to give the title compound: mp; 155-165° C. Elemental Analysis calculated for C43H48F3N5O5.2 CH3SO3H.1.8 H2O: C 54.27; H 6.03; N 7.03; Found: C 54.40; H 5.8... Reactants: CN(C)C=O, O=S(=O)(CC(Cl)C(F)=C(F)F)c1ccccc1, [F-], [K+], O. Product: O=S(=O)(CC=C(F)C(F)(F)F)c1ccccc1. Reaction SMILES: [CH3:21][N:22]([CH3:23])[CH:24]=[O:25].[Cl:3][CH:4]([C:5](=[C:6]([F:7])[F:8])[F:9])[CH2:10][S:11](=[O:12])(=[O:13])[c:14]1[cH:15][cH:16][cH:17][cH:18][cH:19]1.[F-:1].[K+:2].[OH2:20]>>[F:1][C:6]([C:5](=[CH:4][CH2:10][S:11](=[O:12])(=[O:13])[c:14]1[cH:15][cH:16][cH:17][cH:18][cH:19]1)[F:9])([F:7])[F:8]. Product: CC(=O)NCC1CC(O)c2ccccc2O1. The reactants are CC(=O)NCC1CC(=O)c2ccccc2O1, [OH]. As a reaction SMILES: [O:1]=[C:2]1[CH2:3][CH:4]([CH2:12][NH:13][C:14]([CH3:15])=[O:16])[O:5][c:6]2[cH:7][cH:8][cH:9][cH:10][c:11]21.[OH:17]>>[OH:1][CH:2]1[CH2:3][CH:4]([CH2:12][NH:13][C:14]([CH3:15])=[O:16])[O:5][c:6]2[cH:7][cH:8][cH:9][cH:10][c:11]21.